describe an organic reaction: reactants, conditions, products, and yield From a dataset of the Open Reaction Database (ORD), a public repository of structured organic reaction records. Reactants: NC1=C(C=C(C(=O)OC)C=C1)O (methyl 4-amino-3-hydroxybenzoate), C(=S)(Cl)Cl (thiophosgene). The solvent is C1CCOC1 (THF). Conditions: time 4 hour. The product is SC=1OC2=C(N1)C=CC(=C2)C(=O)OC (Methyl 2-mercapto-1,3-benzoxazole-6-carboxylate). RXN SMILES: [NH2:1][C:2]1[CH:11]=[CH:10][C:5]([C:6]([O:8][CH3:9])=[O:7])=[CH:4][C:3]=1[OH:12].[C:13](Cl)(Cl)=[S:14]>C1COCC1>[SH:14][C:13]1[O:12][C:3]2[CH:4]=[C:5]([C:6]([O:8][CH3:9])=[O:7])[CH:10]=[CH:11][C:2]=2[N:1]=1. Reported procedure: To a stirred solution of methyl 4-amino-3-hydroxybenzoate (4.45 g, 26.6 mmol) in THF (250 ml) at room temperature, thiophosgene (2.4 mL, 32 mmol) was added slowly via a syringe pump over a period of 1 hr. After stirring for 4 hr, excess thiophosgene was quenched by addition of a saturated aqueous solution of NH4Cl (100 mL), and the THF was removed by evaporation under reduced pressure. More water was added, and the aqueous mixture was extracted with EtOAc (3×). The Combined organic phase was was... The reactants are ClC1=CC2=C(OC3=C(C(=C2)N2CCN(CC2)C)C=CC=C3)C=C1 (1-[2-chloro-dibenz[b,f]oxepin-10-yl]-4-methyl-piperazine), CN1CCNCC1 (1-methyl-piperazine), C(\C=C/C(=O)[O-])(=O)[O-] (maleate), ClC1=CC2=C(OC3=C(C(C2)=O)C=CC=C3)C=C1 (2-chloro-10,11-dihydro-dibenz[b,f]oxepin-10-one). Yields the product Cl.Cl.ClC1=CC2=C(OC3=C(C(C2)N2CCN(CC2)C)C=CC=C3)C=C1 (1-[2-chloro-10,11-dihydro-dibenz[b,f]oxepin-10-yl]-4-methyl-piperazine dihydrochloride). As a reaction SMILES: [Cl:1][C:2]1[CH:23]=[CH:22][C:5]2[O:6][C:7]3[CH:21]=[CH:20][CH:19]=[CH:18][C:8]=3[C:9]([N:11]3[CH2:16][CH2:15][N:14]([CH3:17])[CH2:13][CH2:12]3)=[CH:10][C:4]=2[CH:3]=1.C([O-])(=O)/C=C\C([O-])=O.[Cl:32]C1C=CC2OC3C=CC=CC=3C(=O)CC=2C=1.CN1CCNCC1>>[ClH:1].[ClH:32].[Cl:1][C:2]1[CH:23]=[CH:22][C:5]2[O:6][C:7]3[CH:21]=[CH:20][CH:19]=[CH:18][C:8]=3[CH:9]([N:11]3[CH2:16][CH2:15][N:14]([CH3:17])[CH2:13][CH2:12]3)[CH2:10][C:4]=2[CH:3]=1 |f:4.5.6|. Reported procedure: The 1-[2-chloro-dibenz[b,f]oxepin-10-yl]-4-methyl-piperazine having a melting point of 119°-120° C. [maleate: melting point 200°-202° C (with decomposition)] used as the starting material can be prepared in analogous manner to that described in Example 14 from 2-chloro-10,11-dihydro-dibenz[b,f]oxepin-10-one and 1-methyl-piperazine. The reactants are NC1=C(C(=NN1)C)C=1SC2=C(N1)C=CC(=C2)S(=O)(=O)Cl (2-(5-amino-3-methyl-1H-pyrazol-4-yl)-benzothiazole-6-sulfonyl chloride), N1=CC=C(C=C1)CN (C-pyridin-4-ylmethylamine), CN1CCOCC1 (NMM). Solvent: CO (methanol). The product is N1=CC=C(C=C1)CNS(=O)(=O)C1=CC2=C(N=C(S2)C=2C(=NNC2N)C)C=C1 (2-(5-Amino-3-methyl-1H-pyrazol-4-yl)-benzothiazole-6-sulfonic acid (pyridin-4-ylmethyl)-amide). The yield is 10.8%. Reaction SMILES: [NH2:1][C:2]1[NH:6][N:5]=[C:4]([CH3:7])[C:3]=1[C:8]1[S:9][C:10]2[CH:16]=[C:15]([S:17](Cl)(=[O:19])=[O:18])[CH:14]=[CH:13][C:11]=2[N:12]=1.[N:21]1[CH:26]=[CH:25][C:24]([CH2:27][NH2:28])=[CH:23][CH:22]=1.CN1CCOCC1>CO>[N:21]1[CH:26]=[CH:25][C:24]([CH2:27][NH:28][S:17]([C:15]2[CH:14]=[CH:13][C:11]3[N:12]=[C:8]([C:3]4[C:4]([CH3:7])=[N:5][NH:6][C:2]=4[NH2:1])[S:9][C:10]=3[CH:16]=2)(=[O:19])=[O:18])=[CH:23][CH:22]=1. Reported procedure: the title compound (13 mg) was prepared from crude 2-(5-amino-3-methyl-1H-pyrazol-4-yl)-benzothiazole-6-sulfonyl chloride (100 mg, 0.30 mmol), C-pyridin-4-ylmethylamine (62 μL, 0.60 mmol) and PS-NMM (0.320 g, 0.60 mmol) in 5 mL of methanol. MS (m/z, ES+): 401.3 (M+1, 100%). Yield=11%.